Dataset: the Open Reaction Database (ORD), a public repository of structured organic reaction records. Task: describe an organic reaction: reactants, conditions, products, and yield Starting materials: O (water), BrCCCCCCCCN1C(=NC(=C1C1=CC=CC=C1)C1=CC=CC=C1)C1=CC=CC=C1 (1-(8-Bromooctyl)-2,4,5-triphenylimidazole), [C-]#N.[Na+] (sodium cyanide). The solvent is CS(=O)C (dimethylsulphoxide), CS(=O)C (dimethylsulphoxide). Run at temperature 50 celsius, time 2 hour. Yields the product C(#N)CCCCCCCCN1C(=NC(=C1C1=CC=CC=C1)C1=CC=CC=C1)C1=CC=CC=C1 (1-(8-cyanoctyl)-2,4,5-triphenylimidazole). The yield is 30.9%. RXN SMILES: Br[CH2:2][CH2:3][CH2:4][CH2:5][CH2:6][CH2:7][CH2:8][CH2:9][N:10]1[C:14]([C:15]2[CH:20]=[CH:19][CH:18]=[CH:17][CH:16]=2)=[C:13]([C:21]2[CH:26]=[CH:25][CH:24]=[CH:23][CH:22]=2)[N:12]=[C:11]1[C:27]1[CH:32]=[CH:31][CH:30]=[CH:29][CH:28]=1.[C-:33]#[N:34].[Na+].O>CS(C)=O>[C:33]([CH2:2][CH2:3][CH2:4][CH2:5][CH2:6][CH2:7][CH2:8][CH2:9][N:10]1[C:14]([C:15]2[CH:20]=[CH:19][CH:18]=[CH:17][CH:16]=2)=[C:13]([C:21]2[CH:26]=[CH:25][CH:24]=[CH:23][CH:22]=2)[N:12]=[C:11]1[C:27]1[CH:32]=[CH:31][CH:30]=[CH:29][CH:28]=1)#[N:34] |f:1.2|. Procedure details: 1-(8-Bromooctyl)-2,4,5-triphenylimidazole (4 g) in dimethylsulphoxide (30 ml) was added dropwise to a mixture of sodium cyanide (0.5 g) in dry dimethylsulphoxide (30 ml). The reaction mixture was stirred at 50° C. for 2 h, cooled and poured into water (400 ml). The aqueous was extracted with diethyl ether (4×100 ml), the extracts were combined, washed with water (100 ml), dried over anhydrous magnesium sulphate and evaporated to dryness in vacuo. Chromatography on silica gel eluted with a dichlo...